From a dataset of the Open Reaction Database (ORD), a public repository of structured organic reaction records. describe an organic reaction: reactants, conditions, products, and yield Starting materials: C(C)(C)(C)OC(NCC1CN(C(O1)=O)C1=CC(=C(C(=C1)F)N1CCC(C=C1)=O)F)=O ({3-[3,5-difluoro-4-(4-oxo-3,4-dihydro-2H-pyridin-1-yl)-phenyl]-2-oxo-oxazolidin-5-ylmethyl}-carbamic acid tert-butyl ester), C1(=CC=CC=C1)C(CCOC(C(F)F)=S)C1=CC=CC=C1 (difluorothioacetic acid-O-(3,3-diphenyl-propyl) ester). Product: FC=1C=C(C=C(C1N1CCC(C=C1)=O)F)N1C(OC(C1)CNC(C(F)F)=S)=O (N-{3-[3,5-difluoro-4-(4-oxo-3,4-dihydro-2H-pyridin-1-yl)-phenyl]-2-oxo-oxazolidin-5-ylmethyl}-2,2-difluoro-thioacetamide). Reaction SMILES: C(OC(=O)[NH:7][CH2:8][CH:9]1[O:13][C:12](=[O:14])[N:11]([C:15]2[CH:20]=[C:19]([F:21])[C:18]([N:22]3[CH:27]=[CH:26][C:25](=[O:28])[CH2:24][CH2:23]3)=[C:17]([F:29])[CH:16]=2)[CH2:10]1)(C)(C)C.C1(C(C2C=CC=CC=2)CCO[C:41](=[S:45])[CH:42]([F:44])[F:43])C=CC=CC=1>>[F:21][C:19]1[CH:20]=[C:15]([N:11]2[CH2:10][CH:9]([CH2:8][NH:7][C:41](=[S:45])[CH:42]([F:44])[F:43])[O:13][C:12]2=[O:14])[CH:16]=[C:17]([F:29])[C:18]=1[N:22]1[CH:27]=[CH:26][C:25](=[O:28])[CH2:24][CH2:23]1. Procedure details: The title compound compound is prepared from {3-[3,5-difluoro-4-(4-oxo-3,4-dihydro-2H-pyridin-1-yl)-phenyl]-2-oxo-oxazolidin-5-ylmethyl}-carbamic acid tert-butyl ester (250 mg, 0.59 mmol) and difluorothioacetic acid-O-(3,3-diphenyl-propyl) ester (420 mg, 1.25 mmol) following the method described for Example 10. The crude product is purified by silica gel column chromatography (gradient 50 to 100% EtOAc in hexanes). MS (m/z): 418 [M+1]+. 1H NMR (300 MHz, CDCl3) δ11.13 (br. s, 1H), 7.46–7.38 (m, 3... Starting materials: Cc1cc(Br)cnc1Cl, CC(C)(C)OC(=O)N1CCC2CNCC21. The product is Cc1cc(N2CC3CCN(C(=O)OC(C)(C)C)C3C2)cnc1Cl. Reaction SMILES: [Br:16][c:17]1[cH:18][c:19]([CH3:24])[c:20]([Cl:23])[n:21][cH:22]1.[N:1]1([C:9](=[O:10])[O:11][C:12]([CH3:13])([CH3:14])[CH3:15])[CH:2]2[CH:3]([CH2:4][CH2:5]1)[CH2:6][NH:7][CH2:8]2>>[N:1]1([C:9](=[O:10])[O:11][C:12]([CH3:13])([CH3:14])[CH3:15])[CH:2]2[CH:3]([CH2:4][CH2:5]1)[CH2:6][N:7]([c:17]1[cH:18][c:19]([CH3:24])[c:20]([Cl:23])[n:21][cH:22]1)[CH2:8]2. Starting materials: COc1ccc(CCN(C)CCCN2CCc3cc(OC)c(OC)cc3CC2=O)cc1OC, COc1ccc(P2(=S)SP(=S)(c3ccc(OC)cc3)S2)cc1, Cc1ccccc1. Yields the product COc1ccc(CCN(C)CCCN2CCc3cc(OC)c(OC)cc3CC2=S)cc1OC. As a reaction SMILES: [CH3:1][O:2][c:3]1[cH:4][c:5]2[c:6]([cH:30][c:31]1[O:32][CH3:33])[CH2:7][C:8](=[O:29])[N:9]([CH2:12][CH2:13][CH2:14][N:15]([CH2:16][CH2:17][c:18]1[cH:19][c:20]([O:26][CH3:27])[c:21]([O:24][CH3:25])[cH:22][cH:23]1)[CH3:28])[CH2:10][CH2:11]2.[CH3:34][O:35][c:36]1[cH:37][cH:38][c:39]([P:40]2(=[S:41])[S:42][P:44](=[S:45])([c:46]3[cH:47][cH:48][c:49]([O:50][CH3:51])[cH:52][cH:53]3)[S:43]2)[cH:54][cH:55]1.[CH3:56][c:57]1[cH:58][cH:59][cH:60][cH:61][cH:62]1>>[CH3:1][O:2][c:3]1[cH:4][c:5]2[c:6]([cH:30][c:31]1[O:32][CH3:33])[CH2:7][C:8](=[S:43])[N:9]([CH2:12][CH2:13][CH2:14][N:15]([CH2:16][CH2:17][c:18]1[cH:19][c:20]([O:26][CH3:27])[c:21]([O:24][CH3:25])[cH:22][cH:23]1)[CH3:28])[CH2:10][CH2:11]2. Reactants: CCO, CC=Cc1c(C)cccc1C(=O)NC1(C(=O)O)Cc2ccc(F)cc2C1. The product is Cc1cccc(C(=O)NC2(C(=O)O)Cc3ccc(F)cc3C2)c1CC(C)C. As a reaction SMILES: [CH3:27][CH2:28][OH:29].[F:1][c:2]1[cH:3][c:4]2[c:8]([cH:9][cH:10]1)[CH2:7][C:6]([C:11](=[O:12])[OH:13])([NH:14][C:15]([c:16]1[c:17]([CH:23]=[CH:24][CH3:25])[c:18]([CH3:22])[cH:19][cH:20][cH:21]1)=[O:26])[CH2:5]2>>[F:1][c:2]1[cH:3][c:4]2[c:8]([cH:9][cH:10]1)[CH2:7][C:6]([C:11](=[O:12])[OH:13])([NH:14][C:15]([c:16]1[c:17]([CH2:23][CH:24]([CH3:25])[CH3:27])[c:18]([CH3:22])[cH:19][cH:20][cH:21]1)=[O:26])[CH2:5]2. The reactants are CC(C)=O, CCC(O)(c1cn(Cc2ccc3c(-c4cc(Cl)cc(Cl)c4)cc(C#N)nc3c2)nn1)C(F)(F)F, O. The product is CCC(O)(c1cn(Cc2ccc3c(-c4cc(Cl)cc(Cl)c4)cc(C(N)=O)nc3c2)nn1)C(F)(F)F. As a reaction SMILES: [CH3:35][C:36]([CH3:37])=[O:38].[Cl:1][c:2]1[cH:3][c:4](-[c:9]2[cH:10][c:11]([C:33]#[N:34])[n:12][c:13]3[cH:14][c:15]([CH2:19][n:20]4[n:21][n:22][c:23]([C:25]([CH2:26][CH3:27])([C:28]([F:29])([F:30])[F:31])[OH:32])[cH:24]4)[cH:16][cH:17][c:18]23)[cH:5][c:6]([Cl:8])[cH:7]1.[OH2:39]>>[Cl:1][c:2]1[cH:3][c:4](-[c:9]2[cH:10][c:11]([C:33]([NH2:34])=[O:38])[n:12][c:13]3[cH:14][c:15]([CH2:19][n:20]4[n:21][n:22][c:23]([C:25]([CH2:26][CH3:27])([C:28]([F:29])([F:30])[F:31])[OH:32])[cH:24]4)[cH:16][cH:17][c:18]23)[cH:5][c:6]([Cl:8])[cH:7]1. Starting materials: [H-].[Na+] (Sodium hydride), O=C1N(COC(=C1C1=CC=CC=C1)C)C(C(=O)C1C(CCC1)=C)(C)C (2-(2,3-dihydro-4-oxo-6-methyl-5-phenyl-4H-1,3-oxazin-3-yl)-2-methyl-1-(2-methylenecyclopentyl)propan-1-one), C(C)(=O)OCC (Ethyl acetate), IC (iodomethane). The solvent is O (water). Reaction conditions: time 10 minute. Yields the product C(C)C1=C(C(N(CO1)C(C(=O)C1C(CCC1)=C)(C)C)=O)C1=CC=CC=C1 (2-(2,3-dihydro-6-ethyl-4-oxo-5-phenyl-4H-1,3-oxazin-3-yl)-2-methyl-1-(2-methylenecyclopentyl)propan-1-one). RXN SMILES: [H-].[Na+].[O:3]=[C:4]1[C:9]([C:10]2[CH:15]=[CH:14][CH:13]=[CH:12][CH:11]=2)=[C:8]([CH3:16])[O:7][CH2:6][N:5]1[C:17]([CH3:27])([CH3:26])[C:18]([CH:20]1[CH2:24][CH2:23][CH2:22][C:21]1=[CH2:25])=[O:19].IC.[C:30](OCC)(=O)C>O>[CH2:16]([C:8]1[O:7][CH2:6][N:5]([C:17]([CH3:27])([CH3:26])[C:18]([CH:20]2[CH2:24][CH2:23][CH2:22][C:21]2=[CH2:25])=[O:19])[C:4](=[O:3])[C:9]=1[C:10]1[CH:15]=[CH:14][CH:13]=[CH:12][CH:11]=1)[CH3:30] |f:0.1|. Procedure details: Sodium hydride (60%, 0.06 g) was added to a stirred solution of 2-(2,3-dihydro-4-oxo-6-methyl-5-phenyl-4H-1,3-oxazin-3-yl)-2-methyl-1-(2-methylenecyclopentyl)propan-1-one (0.45 g) at 20° C. After 10 minutes, iodomethane (0.1 ml) was added and stirring continued for 3 hours. Ethyl acetate and water were added and the organic phase dried (magnesium sulphate), evaporated and purified by silica gel column chromatography eluting with n-hexane/ethyl acetate (3:1) to give 2-(2,3-dihydro-6-ethyl-4-oxo-5...